Dataset: the Open Reaction Database (ORD), a public repository of structured organic reaction records. Task: describe an organic reaction: reactants, conditions, products, and yield The reactants are [BH4-], Cc1cccc(C(=O)N2CCC(N(Cc3ccnc4ccccc34)C(=O)C(F)(F)F)CC2Cc2ccccc2)c1, [Na+]. Yields the product Cc1cccc(C(=O)N2CCC(NCc3ccnc4ccccc34)CC2Cc2ccccc2)c1. Reaction SMILES: [BH4-:41].[CH2:1]([c:2]1[cH:3][cH:4][cH:5][cH:6][cH:7]1)[CH:8]1[N:9]([C:32](=[O:33])[c:34]2[cH:35][c:36]([CH3:40])[cH:37][cH:38][cH:39]2)[CH2:10][CH2:11][CH:12]([N:14]([C:15](=[O:16])[C:17]([F:18])([F:19])[F:20])[CH2:21][c:22]2[cH:23][cH:24][n:25][c:26]3[cH:27][cH:28][cH:29][cH:30][c:31]23)[CH2:13]1.[Na+:42]>>[CH2:1]([c:2]1[cH:3][cH:4][cH:5][cH:6][cH:7]1)[CH:8]1[N:9]([C:32](=[O:33])[c:34]2[cH:35][c:36]([CH3:40])[cH:37][cH:38][cH:39]2)[CH2:10][CH2:11][CH:12]([NH:14][CH2:21][c:22]2[cH:23][cH:24][n:25][c:26]3[cH:27][cH:28][cH:29][cH:30][c:31]23)[CH2:13]1.